This data is from the Open Reaction Database (ORD), a public repository of structured organic reaction records. The task is: describe an organic reaction: reactants, conditions, products, and yield Reactants: CCOC(=O)CC#N, COC(=O)c1cc(CCCCOS(C)(=O)=O)cs1, [H-], [H][H], [Na+], C1CCOC1. Product: CCOC(=O)C(C#N)CCCCc1csc(C(=O)OC)c1. As a reaction SMILES: [C:3](#[N:4])[CH2:5][C:6](=[O:7])[O:8][CH2:9][CH3:10].[CH3:13][S:14]([O:15][CH2:18][CH2:19][CH2:20][CH2:21][c:22]1[cH:23][c:24]([C:27](=[O:28])[O:29][CH3:30])[s:25][cH:26]1)(=[O:16])=[O:17].[H-:1].[H:11][H:12].[Na+:2].[O:31]1[CH2:32][CH2:33][CH2:34][CH2:35]1>>[C:3](#[N:4])[CH:5]([C:6](=[O:7])[O:8][CH2:9][CH3:10])[CH2:18][CH2:19][CH2:20][CH2:21][c:22]1[cH:23][c:24]([C:27](=[O:28])[O:29][CH3:30])[s:25][cH:26]1. Reactants: ClC1=NC(=NC=N1)NC1=CC(=CC=C1)CS(=O)(=O)C (4-chloro-N-{3-[(methylsulfonyl)methyl]phenyl}-1,3,5-triazin-2-amine), ClC1=CC(=C(C=C1)B(O)O)OC1CCCC1 ([4-chloro-2-(cyclopentyloxy)phenyl]boronic acid), solution, C([O-])([O-])=O.[K+].[K+] (potassium carbonate). The reagents and catalysts are C1=CC=C(C=C1)P([C-]2C=CC=C2)C3=CC=CC=C3.C1=CC=C(C=C1)P([C-]2C=CC=C2)C3=CC=CC=C3.Cl[Pd]Cl.[Fe+2] ([1,1′-bis(diphenylphosphino)ferrocene]palladium dichloride). Run in C(C)(=O)OCC (ethyl acetate), COCCOC (1,2-dimethoxyethane). Run at temperature 100 celsius, time 60 minute. The product is ClC1=CC(=C(C=C1)C1=NC(=NC=N1)NC1=CC(=CC=C1)CS(=O)(=O)C)OC1CCCC1 (4-[4-Chloro-2-(cyclopentyloxy)phenyl]-N-{3-[(methylsulfonyl)methyl]phenyl}-1,3,5-triazin-2-amine). Reaction SMILES: Cl[C:2]1[N:7]=[CH:6][N:5]=[C:4]([NH:8][C:9]2[CH:14]=[CH:13][CH:12]=[C:11]([CH2:15][S:16]([CH3:19])(=[O:18])=[O:17])[CH:10]=2)[N:3]=1.[Cl:20][C:21]1[CH:26]=[CH:25][C:24](B(O)O)=[C:23]([O:30][CH:31]2[CH2:35][CH2:34][CH2:33][CH2:32]2)[CH:22]=1.C(=O)([O-])[O-].[K+].[K+]>COCCOC.C(OCC)(=O)C.C1C=CC(P(C2C=CC=CC=2)[C-]2C=CC=C2)=CC=1.C1C=CC(P(C2C=CC=CC=2)[C-]2C=CC=C2)=CC=1.Cl[Pd]Cl.[Fe+2]>[Cl:20][C:21]1[CH:26]=[CH:25][C:24]([C:2]2[N:7]=[CH:6][N:5]=[C:4]([NH:8][C:9]3[CH:14]=[CH:13][CH:12]=[C:11]([CH2:15][S:16]([CH3:19])(=[O:18])=[O:17])[CH:10]=3)[N:3]=2)=[C:23]([O:30][CH:31]2[CH2:35][CH2:34][CH2:33][CH2:32]2)[CH:22]=1 |f:2.3.4,7.8.9.10|. Procedure: A batch with crude crude 4-chloro-N-{3-[(methylsulfonyl)methyl]phenyl}-1,3,5-triazin-2-amine (175 mg), [4-chloro-2-(cyclopentyloxy)phenyl]boronic acid (141 mg; 0.59 mmol; Combi-Blocks Inc.) and [1,1′-bis(diphenylphosphino)ferrocene]palladium dichloride (72 mg; 0.09 mmol) in 1,2-dimethoxyethane (2.0 mL) and 2M solution of potassium carbonate (0.6 mL) was degassed using argon. The batch was stirred under argon for 60 minutes at 100° C. After cooling the batch was diluted with ethyl acetate. The or... Starting materials: O=C(CCl)NC1COc2nc([N+](=O)[O-])cn2C1, OCCN1CCC(Oc2ccc(OC(F)(F)F)cc2)CC1. Yields the product O=C(COCCN1CCC(Oc2ccc(OC(F)(F)F)cc2)CC1)NC1COc2nc([N+](=O)[O-])cn2C1. Reaction SMILES: [Cl:1][CH2:2][C:3](=[O:4])[NH:5][CH:6]1[CH2:7][n:8]2[c:9]([n:12][c:13]([N+:15](=[O:16])[O-:17])[cH:14]2)[O:10][CH2:11]1.[F:18][C:19]([O:20][c:21]1[cH:22][cH:23][c:24]([O:25][CH:26]2[CH2:27][CH2:28][N:29]([CH2:32][CH2:33][OH:34])[CH2:30][CH2:31]2)[cH:35][cH:36]1)([F:37])[F:38]>>[CH2:2]([C:3](=[O:4])[NH:5][CH:6]1[CH2:7][n:8]2[c:9]([n:12][c:13]([N+:15](=[O:16])[O-:17])[cH:14]2)[O:10][CH2:11]1)[O:34][CH2:33][CH2:32][N:29]1[CH2:28][CH2:27][CH:26]([O:25][c:24]2[cH:23][cH:22][c:21]([O:20][C:19]([F:18])([F:37])[F:38])[cH:36][cH:35]2)[CH2:31][CH2:30]1.